From a dataset of the Open Reaction Database (ORD), a public repository of structured organic reaction records. describe an organic reaction: reactants, conditions, products, and yield Starting materials: CS(=O)(=O)Cl, Cc1c(C(F)(F)F)n(C)c(=O)n(-c2cc(N)c(C#C[Si](C)(C)C)cc2F)c1=O, c1ccncc1. Yields the product Cc1c(C(F)(F)F)n(C)c(=O)n(-c2cc(NS(C)(=O)=O)c(C#C[Si](C)(C)C)cc2F)c1=O. RXN SMILES: [CH3:29][S:30]([Cl:31])(=[O:32])=[O:33].[NH2:1][c:2]1[c:3]([C:23]#[C:24][Si:25]([CH3:26])([CH3:27])[CH3:28])[cH:4][c:5]([F:22])[c:6](-[n:8]2[c:9](=[O:21])[n:10]([CH3:20])[c:11]([C:16]([F:17])([F:18])[F:19])[c:12]([CH3:15])[c:13]2=[O:14])[cH:7]1.[cH:34]1[cH:35][cH:36][n:37][cH:38][cH:39]1>>[NH:1]([c:2]1[c:3]([C:23]#[C:24][Si:25]([CH3:26])([CH3:27])[CH3:28])[cH:4][c:5]([F:22])[c:6](-[n:8]2[c:9](=[O:21])[n:10]([CH3:20])[c:11]([C:16]([F:17])([F:18])[F:19])[c:12]([CH3:15])[c:13]2=[O:14])[cH:7]1)[S:30]([CH3:29])(=[O:32])=[O:33]. The reactants are ClCCl, [Na+], CSC1=CC(O)(CCCCOc2ccccc2)C(C(O)C=CC(O)CCCO)C1=O, O=C(OO)c1cccc(Cl)c1, O=C([O-])O. The product is CS(=O)C1=CC(O)(CCCCOc2ccccc2)C(C(O)C=CC(O)CCCO)C1=O. RXN SMILES: [Cl:47][CH2:48][Cl:49].[Na+:42].[OH:1][CH:2]([CH:3]=[CH:4][CH:5]([CH2:6][CH2:7][CH2:8][OH:9])[OH:10])[CH:11]1[C:12]([CH2:19][CH2:20][CH2:21][CH2:22][O:23][c:24]2[cH:25][cH:26][cH:27][cH:28][cH:29]2)([OH:30])[CH:13]=[C:14]([S:17][CH3:18])[C:15]1=[O:16].[OH:31][O:32][C:33]([c:34]1[cH:35][c:36]([Cl:37])[cH:38][cH:39][cH:40]1)=[O:41].[OH:43][C:44](=[O:45])[O-:46]>>[OH:1][CH:2]([CH:3]=[CH:4][CH:5]([CH2:6][CH2:7][CH2:8][OH:9])[OH:10])[CH:11]1[C:12]([CH2:19][CH2:20][CH2:21][CH2:22][O:23][c:24]2[cH:25][cH:26][cH:27][cH:28][cH:29]2)([OH:30])[CH:13]=[C:14]([S:17]([CH3:18])=[O:31])[C:15]1=[O:16]. Starting materials: CC(=O)O, [BH3-]C#N, CO, Cc1ccc(NC(=O)c2cc(Cl)ccc2NCC2CCNCC2)nc1, [Na+], C1CCOC1, O=C1CCSCC1. Product: Cc1ccc(NC(=O)c2cc(Cl)ccc2NCC2CCN(C3CCSCC3)CC2)nc1. Reaction SMILES: [C:26]([OH:27])(=[O:28])[CH3:29].[C:39]([BH3-:40])#[N:41].[CH3:30][OH:31].[Cl:1][c:2]1[cH:3][cH:4][c:5]([NH:18][CH2:19][CH:20]2[CH2:21][CH2:22][NH:23][CH2:24][CH2:25]2)[c:6]([C:7](=[O:8])[NH:9][c:10]2[n:11][cH:12][c:13]([CH3:16])[cH:14][cH:15]2)[cH:17]1.[Na+:42].[O:43]1[CH2:44][CH2:45][CH2:46][CH2:47]1.[S:32]1[CH2:33][CH2:34][C:35](=[O:38])[CH2:36][CH2:37]1>>[Cl:1][c:2]1[cH:3][cH:4][c:5]([NH:18][CH2:19][CH:20]2[CH2:21][CH2:22][N:23]([CH:35]3[CH2:34][CH2:33][S:32][CH2:37][CH2:36]3)[CH2:24][CH2:25]2)[c:6]([C:7](=[O:8])[NH:9][c:10]2[n:11][cH:12][c:13]([CH3:16])[cH:14][cH:15]2)[cH:17]1. Starting materials: Cl (HCl), C(C=C)C1=C(C(=C(C(=O)O)C=C1)C)O (4-Allyl-3-hydroxy-2-methylbenzoic acid), C(C)(=O)OC(C)=O (Acetic anhydride), [OH-].[Na+] (NaOH). Run in O (water). Product: C(C)(=O)OC=1C(=C(C(=O)O)C=CC1CC=C)C (3-acetoxy-4-allyl-2-methylbenzoic acid). RXN SMILES: [CH2:1]([C:4]1[CH:12]=[CH:11][C:7]([C:8]([OH:10])=[O:9])=[C:6]([CH3:13])[C:5]=1[OH:14])[CH:2]=[CH2:3].[OH-].[Na+].[C:17](OC(=O)C)(=[O:19])[CH3:18].Cl>O>[C:17]([O:14][C:5]1[C:6]([CH3:13])=[C:7]([CH:11]=[CH:12][C:4]=1[CH2:1][CH:2]=[CH2:3])[C:8]([OH:10])=[O:9])(=[O:19])[CH3:18] |f:1.2|. Procedure: 4-Allyl-3-hydroxy-2-methylbenzoic acid (2.0 g, 10.4 mmol) was slurried in 6 ml water in a 500 ml round bottom flask, cooled in an ice bath, and stirred. Aqueous NaOH solution (4.2 g of 50% NaOH in 6 ml water) was added slowly. The mixture was stirred for few minutes until the solution was clear. Acetic anhydride was added drop wise until pH 6 was obtained, by that time the reaction mixture become a thick slurry with an off white color. The mixture was stirred overnight at room temperature. The r...